From a dataset of the Open Reaction Database (ORD), a public repository of structured organic reaction records. describe an organic reaction: reactants, conditions, products, and yield Reactants: CS(=O)(=O)Cl, ClCCl, CCOC(=O)C1CCNCC1, c1ccncc1. The product is CCOC(=O)C1CCN(S(C)(=O)=O)CC1. RXN SMILES: [CH3:18][S:19]([Cl:20])(=[O:21])=[O:22].[Cl:23][CH2:24][Cl:25].[NH:1]1[CH2:2][CH2:3][CH:4]([C:5](=[O:6])[O:7][CH2:8][CH3:9])[CH2:10][CH2:11]1.[cH:12]1[cH:13][cH:14][n:15][cH:16][cH:17]1>>[N:1]1([S:19]([CH3:18])(=[O:21])=[O:22])[CH2:2][CH2:3][CH:4]([C:5](=[O:6])[O:7][CH2:8][CH3:9])[CH2:10][CH2:11]1.